This data is from the Open Reaction Database (ORD), a public repository of structured organic reaction records. The task is: describe an organic reaction: reactants, conditions, products, and yield The reactants are C(C)(=O)SCCC(=O)N1[C@H](C(=O)O)CC(C1)(OC)OC (1-[3-(Acetylthio)-1-oxopropyl]-4,4-dimethoxy-L-proline), N (ammonia). Product: SCCC(=O)N1[C@H](C(=O)O)CC(C1)(OC)OC (1-(3-mercapto-1-oxopropyl)-4,4-dimethoxy-L-proline). As a reaction SMILES: C([S:4][CH2:5][CH2:6][C:7]([N:9]1[CH2:16][C:15]([O:19][CH3:20])([O:17][CH3:18])[CH2:14][C@H:10]1[C:11]([OH:13])=[O:12])=[O:8])(=O)C.N>>[SH:4][CH2:5][CH2:6][C:7]([N:9]1[CH2:16][C:15]([O:19][CH3:20])([O:17][CH3:18])[CH2:14][C@H:10]1[C:11]([OH:13])=[O:12])=[O:8]. Procedure details: The product from part (a) is hydrolyzed with concentrated ammonia according to the procedure of Example 4 to yield 1-(3-mercapto-1-oxopropyl)-4,4-dimethoxy-L-proline. The reactants are C(C)OC(C)=O.Cl (hydrogen chloride ethyl acetate), C(C)N1C2=C(N(C(C(C1=O)(C)C)=O)C)C=C(C=C2)OCCCNCCC=2C=NC=CC2 (1-ethyl-3,3,5-trimethyl-7-[3-(2-pyridin-3-ylethylamino)propoxy]-1,5-dihydrobenzo[b][1,4]diazepine-2,4-dione). Run in C(C)(=O)OCC (ethyl acetate). Run at time 30 minute. Yields the product Cl.Cl.C(C)N1C2=C(N(C(C(C1=O)(C)C)=O)C)C=C(C=C2)OCCCNCCC=2C=NC=CC2 (1-ethyl-3,3,5-trimethyl-7-[3-(2-pyridin-3-ylethylamino)propoxy]-1,5-dihydrobenzo[b][1,4]diazepine-2,4-dione dihydrochloride). The yield is 85.0%. RXN SMILES: C(OC(=O)C)C.[ClH:7].[CH2:8]([N:10]1[C:16](=[O:17])[C:15]([CH3:19])([CH3:18])[C:14](=[O:20])[N:13]([CH3:21])[C:12]2[CH:22]=[C:23]([O:26][CH2:27][CH2:28][CH2:29][NH:30][CH2:31][CH2:32][C:33]3[CH:34]=[N:35][CH:36]=[CH:37][CH:38]=3)[CH:24]=[CH:25][C:11]1=2)[CH3:9]>C(OCC)(=O)C>[ClH:7].[ClH:7].[CH2:8]([N:10]1[C:16](=[O:17])[C:15]([CH3:19])([CH3:18])[C:14](=[O:20])[N:13]([CH3:21])[C:12]2[CH:22]=[C:23]([O:26][CH2:27][CH2:28][CH2:29][NH:30][CH2:31][CH2:32][C:33]3[CH:34]=[N:35][CH:36]=[CH:37][CH:38]=3)[CH:24]=[CH:25][C:11]1=2)[CH3:9] |f:0.1,4.5.6|. Procedure: A 4N-hydrogen chloride ethyl acetate solution (0.37 ml) was added to an ethyl acetate solution (10 ml) of 1-ethyl-3,3,5-trimethyl-7-[3-(2-pyridin-3-ylethylamino)propoxy]-1,5-dihydrobenzo[b][1,4]diazepine-2,4-dione (207 mg, 0.49 mmol), and stirred for 30 minutes at room temperature. The precipitated insoluble matter was collected by filtration, washed with ethyl acetate, and dried to thereby obtain 208 mg (yield: 85%) of 1-ethyl-3,3,5-trimethyl-7-[3-(2-pyridin-3-ylethylamino)propoxy]-1,5-dihydrob... Reactants: CC(=O)O, CC1(C)C=CCC2(C)OC(=O)CC12, O=[Pt]. Yields the product CC1(C)CCCC2(C)OC(=O)CC12. Reaction SMILES: [CH3:14][C:15](=[O:16])[OH:17].[O:1]=[C:2]1[O:3][C:4]2([CH3:13])[CH:5]([CH2:6]1)[C:7]([CH3:11])([CH3:12])[CH:8]=[CH:9][CH2:10]2.[Pt:18]=[O:19]>>[O:1]=[C:2]1[O:3][C:4]2([CH3:13])[CH:5]([CH2:6]1)[C:7]([CH3:11])([CH3:12])[CH2:8][CH2:9][CH2:10]2. The reactants are Cl.ClC1=C(C(C2=C(C=CC=C2)Cl)OC2CNC2)C=CC=C1 (3-(2,2′-dichlorobenzhydryloxy)azetidine hydrochloride), [N-]=C=O (isocyanate), ClC1=C(C(C2=C(C=CC=C2)Cl)OC2CN(C2)C(=O)NC(C)(C)C)C=CC=C1 (3-(2,2′-dichlorobenzhydryloxy)-N-(tert-butyl)azetidine-1-carboxamide). The product is ClC1=C(C(C2=C(C=CC=C2)Cl)OC2CN(C2)C(=O)NCCCC)C=CC=C1 (3-(2,2′-dichlorobenzhydryloxy)-N-(n-butyl)azetidine-1-carboxamide). Reaction SMILES: Cl.Cl[C:3]1C=CC=C[C:4]=1C(OC1CNC1)C1C=CC=CC=1Cl.[N-]=C=O.[Cl:25][C:26]1[CH:51]=[CH:50][CH:49]=[CH:48][C:27]=1[CH:28]([O:36][CH:37]1[CH2:40][N:39]([C:41]([NH:43][C:44](C)(C)[CH3:45])=[O:42])[CH2:38]1)[C:29]1[CH:34]=[CH:33][CH:32]=[CH:31][C:30]=1[Cl:35]>>[Cl:35][C:30]1[CH:31]=[CH:32][CH:33]=[CH:34][C:29]=1[CH:28]([O:36][CH:37]1[CH2:40][N:39]([C:41]([NH:43][CH2:44][CH2:45][CH2:3][CH3:4])=[O:42])[CH2:38]1)[C:27]1[CH:48]=[CH:49][CH:50]=[CH:51][C:26]=1[Cl:25] |f:0.1|. Reported procedure: This material was prepared from 3-(2,2′-dichlorobenzhydryloxy)azetidine hydrochloride (68) and the corresponding commercially available isocyanate using the procedure described for compound (69). Starting materials: BrC1=C(C=C(C(=O)OC)C=C1)COC (methyl 4-bromo-3-(methoxymethyl)benzoate), FC=1C(=C(C=CC1)B(O)O)C (3-fluoro-2-methylphenylboronic acid), [F-].[Cs+] (cesium fluoride), O (water). Reagents/catalysts: Cl[Pd]([P](C1=CC=CC=C1)(C2=CC=CC=C2)C3=CC=CC=C3)([P](C4=CC=CC=C4)(C5=CC=CC=C5)C6=CC=CC=C6)Cl (bis(triphenylphosphine)palladium(II) chloride). Solvent: CC(C)(C)OC (MTBE), O1CCOCC1 (dioxane). Conditions: temperature 100 celsius. Product: FC=1C(=C(C=CC1)C1=C(C=C(C=C1)C(=O)OC)COC)C (methyl 3′-fluoro-2-(methoxymethyl)-2′-methylbiphenyl-4-carboxylate), oil. Isolated yield 87.0%. Reaction SMILES: Br[C:2]1[CH:11]=[CH:10][C:5]([C:6]([O:8][CH3:9])=[O:7])=[CH:4][C:3]=1[CH2:12][O:13][CH3:14].[F:15][C:16]1[C:17]([CH3:25])=[C:18](B(O)O)[CH:19]=[CH:20][CH:21]=1.[F-].[Cs+].O>O1CCOCC1.CC(OC)(C)C.Cl[Pd](Cl)([P](C1C=CC=CC=1)(C1C=CC=CC=1)C1C=CC=CC=1)[P](C1C=CC=CC=1)(C1C=CC=CC=1)C1C=CC=CC=1>[F:15][C:16]1[C:17]([CH3:25])=[C:18]([C:2]2[CH:11]=[CH:10][C:5]([C:6]([O:8][CH3:9])=[O:7])=[CH:4][C:3]=2[CH2:12][O:13][CH3:14])[CH:19]=[CH:20][CH:21]=1 |f:2.3,^1:43,62|. Reported procedure: A mixture of methyl 4-bromo-3-(methoxymethyl)benzoate (5.00 g, 19.3 mmol), 3-fluoro-2-methylphenylboronic acid (Combi-Blocks BB-3475, 4.46 g, 29.0 mmol), bis(triphenylphosphine)palladium(II) chloride (271 mg, 0.39 mmol) and cesium fluoride (8.79 g, 57.9 mmol) was prepared in dioxane (50 mL) and water (20 mL) under N2 atmosphere. The reaction mixture was heated at 100° C. for 1 hour. The reaction mixture was cooled at RT, diluted with MTBE (250 mL) and the layers were separated. The organic layer... The yield is 352.5%. Solvent: C(Cl)Cl (methylene chloride), C(Cl)Cl (methylene chloride), C(C)(=O)OCC (ethyl acetate). Yields the product C1(=C(C(=CC(=C1)C)C)S(=O)(=O)O)C (mesitylenesulfonic acid). Starting materials: pivaloyloxymethyl 7-amino-3-[2-(5-methyl-1,2,3,4-tetrazolyl)]methyl-Δ3 cephem-4-carboxylate, 2-(2-aminothiazol-4-yl)-2-(syn)-methoxyiminothioacetic acid-S-methyl ester, O.O.C1(=C(C(=CC(=C1)C)C)S(=O)(=O)O)C (mesitylenesulfonic acid dihydrate), O (water). Procedure details: In 50 ml of anhydrous methylene chloride was suspended 6.94 g of 2-(2-aminothiazol-4-yl)-2-(syn)-methoxyiminothioacetic acid-S-methyl ester, and 4.26 g of boron trifluoride-diethyl ether complex was added with ice-cooling to the resulting suspension to form a solution. Then, 40 ml of an anhydrous methylene chloride solution containing 4.10 g of pivaloyloxymethyl 7-amino-3-[2-(5-methyl-1,2,3,4-tetrazolyl)]methyl-Δ3 -cephem-4-carboxylate was added to the solution, and the resulting mixture was sub... RXN SMILES: O.O.O.[C:4]1([CH3:16])[CH:9]=[C:8]([CH3:10])[CH:7]=[C:6]([CH3:11])[C:5]=1[S:12]([OH:15])(=[O:14])=[O:13]>C(Cl)Cl.C(OCC)(=O)C>[C:4]1([CH3:16])[CH:9]=[C:8]([CH3:10])[CH:7]=[C:6]([CH3:11])[C:5]=1[S:12]([OH:15])(=[O:14])=[O:13] |f:1.2.3|. Reaction conditions: time 30 minute. Starting materials: ice water, C(C1=CC=CC=C1)N1CCC(CC1)(C(=O)O)NC1=CC=CC=C1 (Benzyl-4-phenylamino-piperidine-4-carboxylic acid), [OH-].[Na+] (NaOH), BrCC (Bromo-ethane). Run in CO (methanol). Reaction conditions: temperature 20 celsius, time 8 hour. The product is C(C1=CC=CC=C1)N1CCC(CC1)(C(=O)OCC)NC1=CC=CC=C1 (ethyl 1-benzyl-4-(phenylamino)piperidine-4-carboxylate). Reaction SMILES: [CH2:1]([N:8]1[CH2:13][CH2:12][C:11]([NH:17][C:18]2[CH:23]=[CH:22][CH:21]=[CH:20][CH:19]=2)([C:14]([OH:16])=[O:15])[CH2:10][CH2:9]1)[C:2]1[CH:7]=[CH:6][CH:5]=[CH:4][CH:3]=1.[OH-].[Na+].Br[CH2:27][CH3:28]>CO>[CH2:1]([N:8]1[CH2:9][CH2:10][C:11]([NH:17][C:18]2[CH:23]=[CH:22][CH:21]=[CH:20][CH:19]=2)([C:14]([O:16][CH2:27][CH3:28])=[O:15])[CH2:12][CH2:13]1)[C:2]1[CH:3]=[CH:4][CH:5]=[CH:6][CH:7]=1 |f:1.2|. Procedure: Benzyl-4-phenylamino-piperidine-4-carboxylic acid (40.1 g, 0.13 mol) and NaOH (5.12 g, 0.13 mol) was dissolved in methanol (1000 mL). The mixture was heated to reflux for 0.5 h. Then the solvent was removed under reduced pressure. The residue was dissolved in HMPT (300 mL). Bromo-ethane (17.44, 0.16 mol) was added at 20° C. The mixture was stirred overnight at 20° C. The reaction mixture was poured into ice-water and extracted with EtOAc (3×400 mL). The combined organics were washed with brine, ...